From a dataset of the Open Reaction Database (ORD), a public repository of structured organic reaction records. describe an organic reaction: reactants, conditions, products, and yield Starting materials: Cl.C1(=CC=CC=C1)[C@H]1[C@@H](C1)N (Trans-2-phenylcyclopropylamine hydrochloride), NC1=NC(=C2N=CN(C2=N1)[C@H]1C[C@@H]([C@H](O1)CO)N=[N+]=[N-])Cl (2-Amino-9-(3-azido-2,3-dideoxy-β-D-erythro-pentofuranosyl)-6-chloro-9H-purine). Run in O (H2O). Reaction conditions: temperature 50 celsius. Product: NC1=NC(=C2N=CN(C2=N1)[C@H]1C[C@@H]([C@H](O1)CO)N=[N+]=[N-])N[C@H]1[C@@H](C1)C1=CC=CC=C1 (Trans-2-amino-9-(3-azido-2,3-dideoxy-β-D-erythro-pentofuranosyl)-6((2-phenylcyclopropyl)amino)-9H-purine). RXN SMILES: Cl.[C:2]1([C@@H:8]2[CH2:10][C@H:9]2[NH2:11])[CH:7]=[CH:6][CH:5]=[CH:4][CH:3]=1.[NH2:12][C:13]1[N:21]=[C:20]2[C:16]([N:17]=[CH:18][N:19]2[C@@H:22]2[O:26][C@H:25]([CH2:27][OH:28])[C@@H:24]([N:29]=[N+:30]=[N-:31])[CH2:23]2)=[C:15](Cl)[N:14]=1>O>[NH2:12][C:13]1[N:21]=[C:20]2[C:16]([N:17]=[CH:18][N:19]2[C@@H:22]2[O:26][C@H:25]([CH2:27][OH:28])[C@@H:24]([N:29]=[N+:30]=[N-:31])[CH2:23]2)=[C:15]([NH:11][C@@H:9]2[CH2:10][C@H:8]2[C:2]2[CH:7]=[CH:6][CH:5]=[CH:4][CH:3]=2)[N:14]=1 |f:0.1|. Procedure: Trans-2-phenylcyclopropylamine hydrochloride (Aldrich, lot #01903MK, 2.5 g, 14.7 mmol) was dissolved in 5 mL H2O and the pH adjusted to pH 12. The aqueous solution was extracted with 10 mL EtOAc. The EtOAc was evaporated to dryness and dissolved in 25 mL EtOH. 2-Amino-9-(3-azido-2,3-dideoxy-β-D-erythro-pentofuranosyl)-6-chloro-9H-purine (Example 3d) (0.4 g, 1.29 mmol) was added to the ethanolic solution then placed in a sealed tube and heated at 50° C. for 18 hours. The solvents were removed in ... Starting materials: C(C)(=O)O[BH-](OC(C)=O)OC(C)=O.C[N+](C)(C)C (tetramethylammonium triacetoxyborohydride), C(C)(=O)O (acetic acid), C(C)OC(CCCC(C[C@@H](\C=C/[C@@H]([C@@H]([C@H](\C=C(/C[C@@H]([C@H]([C@@H]([C@H]([C@H](\C=C/C=C)C)OC(=O)N)C)O[Si](C)(C)C(C)(C)C)C)\C)C)O[Si](C)(C)C(C)(C)C)C)O)=O)=O ((7S,8Z,10S,11S,12S,13Z,16S,17R,18R,19S,20S,21Z)-19-[(aminocarbonyl)oxy]-11,17-bis[[(1,1-dimethylethyl)dimethylsilyl]oxy]-7-hydroxy-10,12,14,16,18,20-hexamethyl-5-oxo-8,13,21,23-tetracosatetraenoic acid ethyl ester). Run in C(C)#N (acetonitrile), C(C)#N (acetonitrile). Reaction conditions: time 30 minute. Product: C(C)OC(CCC[C@H](C[C@@H](\C=C/[C@@H]([C@@H]([C@H](\C=C(/C[C@@H]([C@H]([C@@H]([C@H]([C@H](\C=C/C=C)C)OC(=O)N)C)O[Si](C)(C)C(C)(C)C)C)\C)C)O[Si](C)(C)C(C)(C)C)C)O)O)=O ((5R,7S,8Z,10S,11S,12S,13Z,16S,17R,18R,19S,20S,21Z)-19-[(aminocarbonyl)oxy]-11,17-bis[[(1,1-dimethylethyl)dimethylsilyl]oxy]-5,7-dihydroxy-10,12,14,16,18,20-hexamethyl-8,13,21,23-tetracosatetraenoic acid ethyl ester). Yield: 13.4%. Reaction SMILES: C(O[BH-](OC(=O)C)OC(=O)C)(=O)C.C[N+](C)(C)C.C(O)(=O)C.[CH2:23]([O:25][C:26](=[O:78])[CH2:27][CH2:28][CH2:29][C:30](=[O:77])[CH2:31][C@H:32]([OH:76])/[CH:33]=[CH:34]\[C@H:35]([CH3:75])[C@H:36]([O:67][Si:68]([C:71]([CH3:74])([CH3:73])[CH3:72])([CH3:70])[CH3:69])[C@@H:37]([CH3:66])/[CH:38]=[C:39](/[CH3:65])\[CH2:40][C@H:41]([CH3:64])[C@@H:42]([O:56][Si:57]([C:60]([CH3:63])([CH3:62])[CH3:61])([CH3:59])[CH3:58])[C@H:43]([CH3:55])[C@@H:44]([O:51][C:52]([NH2:54])=[O:53])[C@@H:45]([CH3:50])/[CH:46]=[CH:47]\[CH:48]=[CH2:49])[CH3:24]>C(#N)C>[CH2:23]([O:25][C:26](=[O:78])[CH2:27][CH2:28][CH2:29][C@@H:30]([OH:77])[CH2:31][C@H:32]([OH:76])/[CH:33]=[CH:34]\[C@H:35]([CH3:75])[C@H:36]([O:67][Si:68]([C:71]([CH3:72])([CH3:73])[CH3:74])([CH3:69])[CH3:70])[C@@H:37]([CH3:66])/[CH:38]=[C:39](/[CH3:65])\[CH2:40][C@H:41]([CH3:64])[C@@H:42]([O:56][Si:57]([C:60]([CH3:61])([CH3:62])[CH3:63])([CH3:58])[CH3:59])[C@H:43]([CH3:55])[C@@H:44]([O:51][C:52]([NH2:54])=[O:53])[C@@H:45]([CH3:50])/[CH:46]=[CH:47]\[CH:48]=[CH2:49])[CH3:24] |f:0.1|. Procedure details: To a solution of 250 mg (0.95 mmol) of tetramethylammonium triacetoxyborohydride in 0.52 mL of anhydrous acetonitrile is added 0.52 mL of anhydrous acetic acid and the mixture is stirred at ambient temperature for 30 minutes. The mixture is cooled to −29° C., and a solution of 50 mg (0.453 mmol) of (7S,8Z,10S,11S,12S,13Z,16S,17R,18R,19S,20S,21Z)-19-[(aminocarbonyl)oxy]-11,17-bis[[(1,1-dimethylethyl)dimethylsilyl]oxy]-7-hydroxy-10,12,14,16,18,20-hexamethyl-5-oxo-8,13,21,23-tetracosatetraenoic aci... Reactants: [OH-].[K+] (Potassium hydroxide), N1C=CC2=CC(=CC=C12)C(=O)O (1H-indole-5-carboxylic acid), O=C1CCN(CC1)C(=O)OC(C)(C)C (tert-butyl 4-oxopiperidine-1-carboxylate). Solvent: CO (methanol). Conditions: temperature 65 celsius, time 18 hour. Yields the product C(C)(C)(C)OC(=O)N1CCC(=CC1)C1=CNC2=CC=C(C=C12)C(=O)O (3-[1-(tert-butoxycarbonyl)-1,2,3,6-tetrahydropyridin-4-yl]-1H-indole-5-carboxylic acid). Isolated yield 71.3%. As a reaction SMILES: [OH-].[K+].[NH:3]1[C:11]2[C:6](=[CH:7][C:8]([C:12]([OH:14])=[O:13])=[CH:9][CH:10]=2)[CH:5]=[CH:4]1.O=[C:16]1[CH2:21][CH2:20][N:19]([C:22]([O:24][C:25]([CH3:28])([CH3:27])[CH3:26])=[O:23])[CH2:18][CH2:17]1>CO>[C:25]([O:24][C:22]([N:19]1[CH2:18][CH:17]=[C:16]([C:5]2[C:6]3[C:11](=[CH:10][CH:9]=[C:8]([C:12]([OH:14])=[O:13])[CH:7]=3)[NH:3][CH:4]=2)[CH2:21][CH2:20]1)=[O:23])([CH3:28])([CH3:26])[CH3:27] |f:0.1|. Procedure details: Potassium hydroxide (5.17 g, 92.08 mmol) was added to 1H-indole-5-carboxylic acid (3.71 g, 23.02 mmol) and tert-butyl 4-oxopiperidine-1-carboxylate (9.17 g, 46.04 mmol) in methanol (80 mL) at ambient temperature and the resulting solution was stirred at 65° C. for 18 hours. The mixture was then cooled to ambient temperature, quenched in water (100 mL) and extracted with ethyl acetate (2×100 mL). The extracts were discarded and the aqueous phase acidified to pH 2-3 wth 2M hydrochloric acid to giv... The reactants are CNC(=S)NN, CCO, O=C(CCCCl)c1cccnc1. Product: CNC(=S)NN=C(CCCCl)c1cccnc1. As a reaction SMILES: [CH3:13][NH:14][C:15]([NH:16][NH2:17])=[S:18].[CH3:19][CH2:20][OH:21].[Cl:1][CH2:2][CH2:3][CH2:4][C:5](=[O:6])[c:7]1[cH:8][n:9][cH:10][cH:11][cH:12]1>>[Cl:1][CH2:2][CH2:3][CH2:4][C:5]([c:7]1[cH:8][n:9][cH:10][cH:11][cH:12]1)=[N:17][NH:16][C:15]([NH:14][CH3:13])=[S:18]. Reactants: CC(C)(C)OC(=O)N1CCC(N)(C(=O)Nc2ccc3c(c2)c(-c2ccc(F)cc2)nn3C(c2ccccc2)(c2ccccc2)c2ccccc2)C1, CN(C)c1ccncc1, O=CO, COc1nc(Cl)nc(OC)n1. Product: CC(C)(C)OC(=O)N1CCC(NC=O)(C(=O)Nc2ccc3c(c2)c(-c2ccc(F)cc2)nn3C(c2ccccc2)(c2ccccc2)c2ccccc2)C1. RXN SMILES: [C:4]([CH3:5])([CH3:6])([CH3:7])[O:8][C:9](=[O:10])[N:11]1[CH2:12][C:13]([C:16]([NH:17][c:18]2[cH:19][c:20]3[c:21](-[c:46]4[cH:47][cH:48][c:49]([F:52])[cH:50][cH:51]4)[n:22][n:23]([C:27]([c:28]4[cH:29][cH:30][cH:31][cH:32][cH:33]4)([c:34]4[cH:35][cH:36][cH:37][cH:38][cH:39]4)[c:40]4[cH:41][cH:42][cH:43][cH:44][cH:45]4)[c:24]3[cH:25][cH:26]2)=[O:53])([NH2:54])[CH2:14][CH2:15]1.[CH3:66][N:67]([c:68]1[cH:69][cH:70][n:71][cH:72][cH:73]1)[CH3:74].[CH:1](=[O:2])[OH:3].[Cl:55][c:56]1[n:57][c:58]([O:59][CH3:60])[n:61][c:62]([O:63][CH3:64])[n:65]1>>[CH:1](=[O:2])[NH:54][C:13]1([C:16]([NH:17][c:18]2[cH:19][c:20]3[c:21](-[c:46]4[cH:47][cH:48][c:49]([F:52])[cH:50][cH:51]4)[n:22][n:23]([C:27]([c:28]4[cH:29][cH:30][cH:31][cH:32][cH:33]4)([c:34]4[cH:35][cH:36][cH:37][cH:38][cH:39]4)[c:40]4[cH:41][cH:42][cH:43][cH:44][cH:45]4)[c:24]3[cH:25][cH:26]2)=[O:53])[CH2:12][N:11]([C:9]([O:8][C:4]([CH3:5])([CH3:6])[CH3:7])=[O:10])[CH2:15][CH2:14]1. Reactants: CC(=O)Oc1cccc(C(=O)O)c1, COc1ccc(C2=NN(C3CCNCC3)C(=O)C2(C)C)cc1OC, C(=NC1CCCCC1)=NC1CCCCC1, ClCCl. Yields the product COc1ccc(C2=NN(C3CCN(C(=O)c4cccc(OC(C)=O)c4)CC3)C(=O)C2(C)C)cc1OC. RXN SMILES: [C:25]([CH3:26])(=[O:27])[O:28][c:29]1[cH:30][c:31]([C:32](=[O:33])[OH:34])[cH:35][cH:36][cH:37]1.[CH3:1][O:2][c:3]1[cH:4][c:5]([C:11]2=[N:15][N:14]([CH:16]3[CH2:17][CH2:18][NH:19][CH2:20][CH2:21]3)[C:13](=[O:22])[C:12]2([CH3:23])[CH3:24])[cH:6][cH:7][c:8]1[O:9][CH3:10].[CH:38]1([N:39]=[C:40]=[N:41][CH:42]2[CH2:43][CH2:44][CH2:45][CH2:46][CH2:47]2)[CH2:48][CH2:49][CH2:50][CH2:51][CH2:52]1.[Cl:53][CH2:54][Cl:55]>>[CH3:1][O:2][c:3]1[cH:4][c:5]([C:11]2=[N:15][N:14]([CH:16]3[CH2:17][CH2:18][N:19]([C:32]([c:31]4[cH:30][c:29]([O:28][C:25]([CH3:26])=[O:27])[cH:37][cH:36][cH:35]4)=[O:33])[CH2:20][CH2:21]3)[C:13](=[O:22])[C:12]2([CH3:23])[CH3:24])[cH:6][cH:7][c:8]1[O:9][CH3:10]. The reactants are C(CCC)[Li] (n-butyllithium), C([O-])(O)=O.[Na+] (Sodium bicarbonate), C(C1=CC=CC=C1)OC(=O)NC=1C=CC(=C(C1)F)N1CC(N(CC1)CC)=O (5-Benzyloxycarbonylamino-2-(4-ethyl-3-oxopiperazin-1-yl)fluorobenzene), C([C@H]1CO1)OC(CCC)=O ((R)-glycidylbutyrate). The solvent is CN1C(N(CCC1)C)=O (1,3-Dimethyl-3,4,5,6-tetrahydro-2(1H)-pyrimidone), C1CCOC1 (THF), C(C)(=O)OCC (ethyl acetate). Reaction conditions: temperature -78 celsius, time 30 minute. Product: FC=1C=C(C=CC1N1CC(N(CC1)CC)=O)N1C(O[C@H](C1)CO)=O ((5R)-3-(3-fluoro-4-{4-ethyl-3-oxopiperazine-1-yl}phenyl)-5-hydroxymethyloxazolidin-2-one). RXN SMILES: C([O:8][C:9]([NH:11][C:12]1[CH:13]=[CH:14][C:15]([N:19]2[CH2:24][CH2:23][N:22]([CH2:25][CH3:26])[C:21](=[O:27])[CH2:20]2)=[C:16]([F:18])[CH:17]=1)=[O:10])C1C=CC=CC=1.C([Li])CCC.[CH2:33](OC(=O)CCC)[C@@H:34]1[O:36][CH2:35]1.C(=O)(O)[O-].[Na+]>C1COCC1.C(OCC)(=O)C.CN1CCCN(C)C1=O>[F:18][C:16]1[CH:17]=[C:12]([N:11]2[CH2:33][C@H:34]([CH2:35][OH:36])[O:8][C:9]2=[O:10])[CH:13]=[CH:14][C:15]=1[N:19]1[CH2:24][CH2:23][N:22]([CH2:25][CH3:26])[C:21](=[O:27])[CH2:20]1 |f:3.4|. Procedure: 5-Benzyloxycarbonylamino-2-(4-ethyl-3-oxopiperazin-1-yl)fluorobenzene (3.25 g) was dissolved in dry THF (100 ml) under argon. The solution was cooled to -78° C., and treated with a solution of n-butyllithium (1.6 M in hexane, 6.02 ml), keeping the temperature below -60° C. 1,3-Dimethyl-3,4,5,6-tetrahydro-2(1H)-pyrimidone (DMPU, 10 ml) was added to the resulting mixture to facilitate stirring, and (R)-glycidylbutyrate (1.29 ml) added. Stirring was continued at -78° C. for 30 minutes, before allow... The reactants are Cc1ccc(-c2nccc3c(Cl)cccc23)cc1, N#C[Cu]C#N, NCCN, O, c1ccccc1. Product: Cc1ccc(-c2nccc3c(C#N)cccc23)cc1. RXN SMILES: [CH3:1][c:2]1[cH:3][cH:4][c:5](-[c:8]2[n:9][cH:10][cH:11][c:12]3[c:13]([Cl:18])[cH:14][cH:15][cH:16][c:17]23)[cH:6][cH:7]1.[Cu:19]([C:20]#[N:21])[C:22]#[N:23].[NH2:24][CH2:25][CH2:26][NH2:27].[OH2:28].[cH:29]1[cH:30][cH:31][cH:32][cH:33][cH:34]1>>[CH3:1][c:2]1[cH:3][cH:4][c:5](-[c:8]2[n:9][cH:10][cH:11][c:12]3[c:13]([C:20]#[N:21])[cH:14][cH:15][cH:16][c:17]23)[cH:6][cH:7]1. Starting materials: COC(=O)[C@@H]1CC[C@H](CC1)OC1=CC(=CC=C1)C#N (trans-4-(3-cyano-phenoxy)-cyclohexanecarboxylic acid methyl ester), O.NN (hydrazine hydrate). Run in C(CCC)O (n-butanol). Conditions: temperature 120 celsius. Yields the product C(#N)C=1C=C(O[C@@H]2CC[C@H](CC2)C(=O)NN)C=CC1 (trans-4-(3-Cyano-phenoxy)-cyclohexanecarboxylic acid hydrazide). Isolated yield 54.1%. As a reaction SMILES: C[O:2][C:3]([C@H:5]1[CH2:10][CH2:9][C@H:8]([O:11][C:12]2[CH:17]=[CH:16][CH:15]=[C:14]([C:18]#[N:19])[CH:13]=2)[CH2:7][CH2:6]1)=O.O.[NH2:21][NH2:22]>C(O)CCC>[C:18]([C:14]1[CH:13]=[C:12]([CH:17]=[CH:16][CH:15]=1)[O:11][C@H:8]1[CH2:9][CH2:10][C@H:5]([C:3]([NH:21][NH2:22])=[O:2])[CH2:6][CH2:7]1)#[N:19] |f:1.2|. Procedure: A mixture of trans-4-(3-cyano-phenoxy)-cyclohexanecarboxylic acid methyl ester (0.277 g, 1.07 mmol) and hydrazine hydrate (0.104 ml, 2.14 mmol) in n-butanol (0.5 ml) was heated at 120° C. for 18 h. After cooling to room temperature the reaction mixture was partitioned between ethyl acetate (50 ml) and 1 M aqueous sodium hydroxide solution (50 ml). The layers were separated and the aqueous layer was extracted with a 50-ml portion of ethyl acetate. The combined organic layers were dried over anhyd... Reaction SMILES: C([O:5][C:6](=[O:25])[CH:7]=[CH:8][C:9]1[CH:14]=[CH:13][C:12]([CH:15]=[CH:16][C:17](=[O:24])[C:18]2[CH:19]=[N:20][CH:21]=[CH:22][CH:23]=2)=[CH:11][CH:10]=1)(C)(C)C>C(Cl)Cl.C(O)(C(F)(F)F)=O>[O:24]=[C:17]([C:18]1[CH:19]=[N:20][CH:21]=[CH:22][CH:23]=1)[CH:16]=[CH:15][C:12]1[CH:11]=[CH:10][C:9]([CH:8]=[CH:7][C:6]([OH:25])=[O:5])=[CH:14][CH:13]=1. Yield: 105.8%. The reactants are C(C)(C)(C)OC(C=CC1=CC=C(C=C1)C=CC(C=1C=NC=CC1)=O)=O (3-[4-(3-oxo-3-pyridin-3-yl-propenyl)-phenyl]-acrylic acid tert-butyl ester). Run in C(Cl)Cl (DCM), C(=O)(C(F)(F)F)O (TFA). Reported procedure: 3-[4-(3-oxo-3-pyridin-3-yl-propenyl)-phenyl]-acrylic acid tert-butyl ester (680 mg, 2.03 mmol) was dissolved in DCM (15 ml) and TFA (5 ml). The resulting solution was stirred at room temperature for 4 h then the solvent was removed under vacuo giving 600 mg of 3-[4-(3-oxo-3-pyridin-3-yl-propenyl)-phenyl]-acrylic acid as trifluoro acetate salt. Run at time 4 hour. Yields the product O=C(C=CC1=CC=C(C=C1)C=CC(=O)O)C=1C=NC=CC1 (3-[4-(3-oxo-3-pyridin-3-yl-propenyl)-phenyl]-acrylic acid).